From a dataset of the Open Reaction Database (ORD), a public repository of structured organic reaction records. describe an organic reaction: reactants, conditions, products, and yield Reactants: [Al+3], CCOC(C)=O, [Cl-], [Cl-], [Cl-], O=C(Cl)c1cccnc1Cl, CC(Cl)Cl, O=S(=O)(c1ccccc1)n1cccc1. Product: O=C(c1cccnc1Cl)c1cccn1S(=O)(=O)c1ccccc1. RXN SMILES: [Al+3:26].[CH3:33][CH2:34][O:35][C:36](=[O:37])[CH3:38].[Cl-:25].[Cl-:27].[Cl-:28].[Cl:1][c:2]1[c:3]([C:4](=[O:5])[Cl:6])[cH:7][cH:8][cH:9][n:10]1.[Cl:29][CH:30]([Cl:31])[CH3:32].[c:11]1([S:17](=[O:18])(=[O:19])[n:20]2[cH:21][cH:22][cH:23][cH:24]2)[cH:12][cH:13][cH:14][cH:15][cH:16]1>>[Cl:1][c:2]1[c:3]([C:4](=[O:5])[c:24]2[n:20]([S:17]([c:11]3[cH:12][cH:13][cH:14][cH:15][cH:16]3)(=[O:18])=[O:19])[cH:21][cH:22][cH:23]2)[cH:7][cH:8][cH:9][n:10]1. Reactants: ClC1=C(C=C(C=O)C=C1)[N+](=O)[O-] (4-chloro-3-nitrobenzaldehyde), [F-].[K+] (potassium fluoride), O (water). The solvent is S1(=O)(=O)CCCC1 (sulpholane). Product: FC1=C(C=C(C=O)C=C1)[N+](=O)[O-] (4-fluoro-3-nitrobenzaldehyde). The yield is 92.5%. RXN SMILES: Cl[C:2]1[CH:9]=[CH:8][C:5]([CH:6]=[O:7])=[CH:4][C:3]=1[N+:10]([O-:12])=[O:11].[F-:13].[K+].O>S1(CCCC1)(=O)=O>[F:13][C:2]1[CH:9]=[CH:8][C:5]([CH:6]=[O:7])=[CH:4][C:3]=1[N+:10]([O-:12])=[O:11] |f:1.2|. Procedure details: 18.6 g (0.1 mol) of 4-chloro-3-nitrobenzaldehyde and 8.7 g (0.15 mol) of potassium fluoride in 100 ml of sulpholane are stirred for 1 hour at 180° C. The mixture is stirred with 300 ml of water and the aldehyde is extracted with methylene chloride. After the customary working-up , 17.1 g of 92% strength 4-fluoro-3-nitrobenzaldehyde are obtained. Reactants: C(C(O)CC#N)#N (malonitrile), C(#N)CC(=S)N (cyanothioacetamide), C(C1=CC=CO1)=O (furfural), CN(C)C=O (DMF). The reagents and catalysts are C(C)N(CC)CC (triethylamine). Solvent: C(C)O (ethanol). Reaction conditions: time 2 hour. The product is NC=1SC(=C(C(C1C#N)C=1OC=CC1)C#N)N (2,6-diamino-4-furan-2-yl-4H-thiopyran-3,5-dicarbonitrile). Isolated yield 71.0%. Reaction SMILES: [C:1](#[N:7])[CH:2]([CH2:4][C:5]#N)O.[C:8]([CH2:10][C:11]([NH2:13])=[S:12])#[N:9].[CH:14](=[O:20])[C:15]1OC=C[CH:16]=1.[CH3:21][N:22](C=O)C>C(O)C.C(N(CC)CC)C>[NH2:13][C:11]1[S:12][C:21]([NH2:22])=[C:2]([C:1]#[N:7])[CH:4]([C:5]2[O:20][CH:14]=[CH:15][CH:16]=2)[C:10]=1[C:8]#[N:9]. Procedure: Following an adaptation of the method of Elghandour et al. (Ind. J. Chem. 1997, B36, 79), to a stirred solution of 3.98 g (60.3 mmol) malonitrile, 6.04 g (60.3 mmol) cyanothioacetamide and 5.0 ml (60.3 mmol) furfural in 100 ml ethanol and 5 ml DMF at 0° C. was added dropwise 0.4 ml (3.0 mmol) triethylamine and stirring was continued at 0° C. for 2 hours. The resulting crystals were collected by filtration and washed with ice-cold ether to afford 10.4 g (71%) 2,6-diamino-4-furan-2-yl-4H-thiopyran... The reactants are C1=CC=C2C(=C1)C(=O)C(C2=O)(O)O (ninhydrin), C=1C=CC2=C(C1)N=NN2O (HOBt), N([C@@H](CCCNC(NS(=O)(=O)C1=C(C)C=2CCC(C)(C)OC2C(C)=C1C)=N)C(=O)O)C(=O)OCC1C2=CC=CC=C2C2=CC=CC=C12 (Fmoc-Arg(Pmc)OH), N1-Fluorenylmethoxycarbonyl-N4-(4′-benzoyloxycarbonyl-(1′-phenoxy)ethanoamido resin)-N8-t-butoxycarbonylspermidine, N1CCCCC1 (piperdine), N4-(4′-Benzoyloxycarbonyl (1′-phenoxy)ethanoamido resin)-N8-t-butoxycarbonylspermidine, CC(N=C=NC(C)C)C (DIC). Run in C(Cl)Cl (methylene chloride), CN(C=O)C (dimethylformamide). Run at time 10 minute. Yields the product N[C@@H](CCCNC(N)=N)C(=O)N(CCCCN)CCCN (N′-L-Arginylspermidine). RXN SMILES: [NH:1]1[CH2:6][CH2:5][CH2:4][CH2:3][CH2:2]1.[NH:7](C(OCC1C2C(=CC=CC=2)C2C1=CC=CC=2)=O)[C@H:8]([C:34]([OH:36])=O)[CH2:9][CH2:10][CH2:11][NH:12][C:13](=[NH:33])[NH:14]S(C1C(C)=C(C)C2OC(C)(C)CCC=2C=1C)(=O)=O.C1C=C[C:57]2N(O)N=[N:60][C:58]=2C=1.CC(C)[N:66]=C=NC(C)C.C1C=C2C(C(O)(O)C(=O)C2=CC=1)=O>CN(C)C=O.C(Cl)Cl>[NH2:7][C@H:8]([C:34]([N:1]([CH2:2][CH2:57][CH2:58][NH2:60])[CH2:6][CH2:5][CH2:4][CH2:3][NH2:66])=[O:36])[CH2:9][CH2:10][CH2:11][NH:12][C:13](=[NH:33])[NH2:14]. Procedure: 0.152 g of N1-Fluorenylmethoxycarbonyl-N4-(4′-benzoyloxycarbonyl-(1′-phenoxy)ethanoamido resin)-N8-t-butoxycarbonylspermidine was treated with 5 ml of a 20% v/v solution of piperdine in dimethylformamide. The resin was filtered, and then treated again with 5 ml of a 20% v/v solution of piperidine in dimethylformamide for a further 30 minutes. At the end of this time, the resin was filtered and washed, in that order, with 10 ml of dimethylformamide, 5 ml of methanol and finally twice, each time w... Solvent: O1CCCC1 (tetrahydrofuran). Procedure details: To a cold (−78° C.) solution of the 5-(thiazol-2-yl)-4-oxa-1-azabicyclo[3.2.1]octane (632 mg, 3.22 mmol) in tetrahydrofuran (11 mL) was added a solution of lithium diisopropylamide (7.79 mmol in 10 mL tetrahydrofuran) dropwise. The solution was stirred at −78° C. for 45 minutes, and tributyltin chloride (1.05 mL, 3.86 mmol) was added dropwise. The cold bath was removed, and the reaction allowed to warm to room temperature. The ambient reaction was then quenched by the addition of saturated aqueo... Starting materials: S1C(=NC=C1)C12OCCN(CC1)C2 (5-(thiazol-2-yl)-4-oxa-1-azabicyclo[3.2.1]octane), C(C)(C)[N-]C(C)C.[Li+] (lithium diisopropylamide), C(CCC)[Sn](CCCC)(CCCC)Cl (tributyltin chloride). Reaction SMILES: [S:1]1[CH:5]=[CH:4][N:3]=[C:2]1[C:6]12[CH2:13][N:10]([CH2:11][CH2:12]1)[CH2:9][CH2:8][O:7]2.C([N-]C(C)C)(C)C.[Li+].[CH2:22]([Sn:26](Cl)([CH2:31][CH2:32][CH2:33][CH3:34])[CH2:27][CH2:28][CH2:29][CH3:30])[CH2:23][CH2:24][CH3:25]>O1CCCC1>[CH2:31]([Sn:26]([CH2:22][CH2:23][CH2:24][CH3:25])([CH2:27][CH2:28][CH2:29][CH3:30])[C:5]1[S:1][C:2]([C:6]23[CH2:13][N:10]([CH2:11][CH2:12]2)[CH2:9][CH2:8][O:7]3)=[N:3][CH:4]=1)[CH2:32][CH2:33][CH3:34] |f:1.2|. Conditions: temperature -78 celsius, time 45 minute. Yields the product C(CCC)[Sn](C1=CN=C(S1)C12OCCN(CC1)C2)(CCCC)CCCC (5-(5-(tributylstannyl)thiazol-2-yl)-4-oxa-1-azabicyclo[3.2.1]octane). Reactants: O=C([C@@H](C(=O)OC)NC(C1=CC=CC=C1)(C1=CC=CC=C1)C1=CC=CC=C1)C (methyl (2S)-3-oxo-2-tritylaminobutyrate), C1(=CC=C(C=C1)S(=O)(=O)O)C.N[C@H](C(=O)OC)CC1=CNC2=CC=CC=C12 (methyl (2S)-2-amino-3-(3-indolyl)propionate mono-p-toluenesulfonate), C(#N)[BH3-].[Na+] (sodium cyanoborohydride). Run in C(Cl)(Cl)Cl (chloroform), CO (methanol). Reaction conditions: time 1 day. Product: COC(=O)[C@H](CC1=CNC2=CC=CC=C12)N[C@@H]([C@@H](C(=O)OC)NC(C1=CC=CC=C1)(C1=CC=CC=C1)C1=CC=CC=C1)C (methyl (2S,3R)-3-[[(1S)-1-methoxycarbonyl-2-(3-indolyl)ethyl]amino]-2-tritylaminobutyrate). Isolated yield 20.3%. Reaction SMILES: O=[C:2]([CH3:28])[C@H:3]([NH:8][C:9]([C:22]1[CH:27]=[CH:26][CH:25]=[CH:24][CH:23]=1)([C:16]1[CH:21]=[CH:20][CH:19]=[CH:18][CH:17]=1)[C:10]1[CH:15]=[CH:14][CH:13]=[CH:12][CH:11]=1)[C:4]([O:6][CH3:7])=[O:5].C1(C)C=CC(S(O)(=O)=O)=CC=1.[NH2:40][C@@H:41]([CH2:46][C:47]1[C:55]2[C:50](=[CH:51][CH:52]=[CH:53][CH:54]=2)[NH:49][CH:48]=1)[C:42]([O:44][CH3:45])=[O:43].C([BH3-])#N.[Na+]>CO.C(Cl)(Cl)Cl>[CH3:45][O:44][C:42]([C@@H:41]([NH:40][C@H:2]([CH3:28])[C@H:3]([NH:8][C:9]([C:22]1[CH:27]=[CH:26][CH:25]=[CH:24][CH:23]=1)([C:16]1[CH:17]=[CH:18][CH:19]=[CH:20][CH:21]=1)[C:10]1[CH:15]=[CH:14][CH:13]=[CH:12][CH:11]=1)[C:4]([O:6][CH3:7])=[O:5])[CH2:46][C:47]1[C:55]2[C:50](=[CH:51][CH:52]=[CH:53][CH:54]=2)[NH:49][CH:48]=1)=[O:43] |f:1.2,3.4|. Procedure: To a mixture of methyl (2S)-3-oxo-2-tritylaminobutyrate (2.00 g) and methyl (2S)-2-amino-3-(3-indolyl)propionate mono-p-toluenesulfonate (3.13 g) in methanol (30 ml) was added sodium cyanoborohydride (360 mg) and the mixture was stirred for 1 day at room temperature. The mixture was diluted with chloroform and washed successively with water and brine. The organic phase was separated and dried over magnesium sulfate, and the solvent was evaporated in vacuo. The residue was chromatographed on a si... The reactants are C(C1=CC=CC=C1)OC(NCCCCC1=CC=C(C=C1)OCCC(C(N)=O)NC(=O)OC(C)(C)C)=O ({4-[4-(3-tert-Butoxycarbonylamino-3-carbamoylpropoxy)phenyl]butyl}carbamic acid benzyl ester). The reagents and catalysts are [OH-].[OH-].[Pd+2] (Pearlman's catalyst). Run in CO (methanol), ClCCl (dichloromethane). Reaction conditions: time 18 hour. Product: C(C)(C)(C)OC(NC(CCOC1=CC=C(C=C1)CCCCN)C(N)=O)=O ({3-[4-(4-Aminobutyl)phenoxy]-1-carbamoylpropyl}carbamic acid tert-butyl ester). As a reaction SMILES: C(OC(=O)[NH:10][CH2:11][CH2:12][CH2:13][CH2:14][C:15]1[CH:20]=[CH:19][C:18]([O:21][CH2:22][CH2:23][CH:24]([NH:28][C:29]([O:31][C:32]([CH3:35])([CH3:34])[CH3:33])=[O:30])[C:25](=[O:27])[NH2:26])=[CH:17][CH:16]=1)C1C=CC=CC=1>[OH-].[OH-].[Pd+2].CO.ClCCl>[C:32]([O:31][C:29](=[O:30])[NH:28][CH:24]([C:25](=[O:27])[NH2:26])[CH2:23][CH2:22][O:21][C:18]1[CH:17]=[CH:16][C:15]([CH2:14][CH2:13][CH2:12][CH2:11][NH2:10])=[CH:20][CH:19]=1)([CH3:35])([CH3:33])[CH3:34] |f:1.2.3|. Reported procedure: A mixture of N-Cbz amide 110 (436 mg, 0.873 mmol) and Pearlman's catalyst (100 mg) in methanol (10 mL) and dichloromethane (10 mL) was stirred under atmospheric hydrogen for 18 h. Catalyst was removed by suction filtration over Celite and the filtrate was concentrated to give a colorless oil (318 mg, 100% crude yield). Crude product 120 was used for next step without further purification. m/z (ESI) 366 [C19H31N3O4+H]+. Starting materials: solution, C[C@]12C[C@@H]([C@H]3[C@H]([C@@H]1C[C@H]([C@@]2(C(=O)CO)O)O)CCC4=CC(=O)C=C[C@]34C)O (16α-hydroxyprednisolone), C(CCC)=O (butanal), C1(=CC=C(C=C1)S(=O)(=O)O)C (p-toluenesulphonic acid). The solvent is C(C)#N (acetonitrile). Product: CCCC1O[C@@H]2C[C@H]3[C@@H]4CCC5=CC(=O)C=C[C@@]5([C@H]4[C@H](C[C@@]3([C@@]2(O1)C(=O)CO)C)O)C (budesonide). RXN SMILES: [C:1]1(C)[CH:6]=CC(S(O)(=O)=O)=[CH:3][CH:2]=1.[CH3:12][C@@:13]12[C@@:21]([OH:26])([C:22]([CH2:24][OH:25])=[O:23])[C@H:20]([OH:27])[CH2:19][C@H:18]1[C@@H:17]1[CH2:28][CH2:29][C:30]3[C@@:36]([CH3:37])([C@H:16]1[C@@H:15]([OH:38])[CH2:14]2)[CH:35]=[CH:34][C:32](=[O:33])[CH:31]=3.C(=O)CCC>C(#N)C>[CH3:6][CH2:1][CH2:2][CH:3]1[O:26][C@:21]2([C:22]([CH2:24][OH:25])=[O:23])[C@@H:20]([CH2:19][C@@H:18]3[C@:13]2([CH3:12])[CH2:14][C@H:15]([OH:38])[C@H:16]2[C@H:17]3[CH2:28][CH2:29][C:30]3[C@:36]2([CH3:37])[CH:35]=[CH:34][C:32](=[O:33])[CH:31]=3)[O:27]1. Procedure: The reaction is carried out in a nitrogen atmosphere. 15,4 g p-toluenesulphonic acid is dissolved into 200 ml acetonitrile. To the solution 50,0 g 16α-hydroxyprednisolone and 17.6 ml butanal are added. The temperature rises to 25° C. After 30 min most of the material is dissolved. Shortly thereafter the product starts to crystallize. After 3 hours the reaction is stopped by the addition of 75 ml aqueous saturated sodium hydrogen carbonate solution, whereupon the product crystallizes. The dried p... Reactants: [H-].[Na+] (NaH), ClC=1C=C(C=C(C1OCC1CC1)C1=CC=C(C=C1)C(F)(F)F)CC(=O)OCC (ethyl 2-(5-chloro-6-(cyclopropylmethoxy)-4′-(trifluoromethyl)biphenyl-3-yl)acetate), FC(CI)(F)F (1,1,1-trifluoro-2-iodoethane), Cl (HCl). Solvent: CN(C)C=O (DMF), O (water). Reaction conditions: temperature 0 celsius, time 30 minute. The product is ClC=1C=C(C=C(C1OCC1CC1)C1=CC=C(C=C1)C(F)(F)F)C(C(=O)OCC)CC(F)(F)F (ethyl 2-(5-chloro-6-(cyclopropylmethoxy)-4′-(trifluoromethyl)biphenyl-3-yl)-4,4,4-trifluorobutanoate). Isolated yield 505.2%. RXN SMILES: [H-].[Na+].[Cl:3][C:4]1[CH:5]=[C:6]([CH2:25][C:26]([O:28][CH2:29][CH3:30])=[O:27])[CH:7]=[C:8]([C:15]2[CH:20]=[CH:19][C:18]([C:21]([F:24])([F:23])[F:22])=[CH:17][CH:16]=2)[C:9]=1[O:10][CH2:11][CH:12]1[CH2:14][CH2:13]1.[F:31][C:32]([F:36])([F:35])[CH2:33]I.Cl>CN(C=O)C.O>[Cl:3][C:4]1[CH:5]=[C:6]([CH:25]([CH2:33][C:32]([F:36])([F:35])[F:31])[C:26]([O:28][CH2:29][CH3:30])=[O:27])[CH:7]=[C:8]([C:15]2[CH:16]=[CH:17][C:18]([C:21]([F:24])([F:22])[F:23])=[CH:19][CH:20]=2)[C:9]=1[O:10][CH2:11][CH:12]1[CH2:13][CH2:14]1 |f:0.1|. Reported procedure: To a stirred solution of NaH (64 mg, 0.13 mmol) in DMF (15 mL) was added ethyl 2-(5-chloro-6-(cyclopropylmethoxy)-4′-(trifluoromethyl)biphenyl-3-yl)acetate (500 mg, 0.12 mmol) and 1,1,1-trifluoro-2-iodoethane (0.304 mL, 0.15 mmol) at 0° C. The reaction mixture was stirred at 0° C. over a period of 30 min. After completion of starting material (by TLC), diluted with water (20 mL), acidified with 1N HCl (pH=5) and extracted with EtOAc (3×30 mL). Combined organic layers were washed with water (3×15...